Dataset: the Open Reaction Database (ORD), a public repository of structured organic reaction records. Task: describe an organic reaction: reactants, conditions, products, and yield The product is CC(=O)OCC(C)CO. The reactants are CC(=O)OCCCC=O, CC(=O)OCC(C)C=O, CO. Reaction SMILES: [C:10]([O:11][CH2:12][CH2:13][CH2:14][CH:15]=[O:16])(=[O:17])[CH3:18].[C:1]([CH3:2])(=[O:3])[O:4][CH2:5][CH:6]([CH:7]=[O:8])[CH3:9].[CH3:19][OH:20]>>[C:1]([CH3:2])(=[O:3])[O:4][CH2:5][CH:6]([CH2:7][OH:8])[CH3:9]. Starting materials: COc1ccc(C=C2Cc3ccccc3C2=O)cc1OCCCCl, c1c[nH]cn1. Product: COc1ccc(C=C2Cc3ccccc3C2=O)cc1OCCCn1ccnc1. As a reaction SMILES: [Cl:1][CH2:2][CH2:3][CH2:4][O:5][c:6]1[cH:7][c:8]([CH:9]=[C:10]2[C:11](=[O:19])[c:12]3[cH:13][cH:14][cH:15][cH:16][c:17]3[CH2:18]2)[cH:20][cH:21][c:22]1[O:23][CH3:24].[nH:25]1[cH:26][n:27][cH:28][cH:29]1>>[CH2:2]([CH2:3][CH2:4][O:5][c:6]1[cH:7][c:8]([CH:9]=[C:10]2[C:11](=[O:19])[c:12]3[cH:13][cH:14][cH:15][cH:16][c:17]3[CH2:18]2)[cH:20][cH:21][c:22]1[O:23][CH3:24])[n:25]1[cH:26][n:27][cH:28][cH:29]1. Starting materials: NC=1C(=NNC1)C1=NC=2C(=CC=3C(C(N(C3C2)C(C)C)=O)(C)C)N1 (2-(4-amino-1H-pyrazol-3-yl)-5-isopropyl-7,7-dimethyl-5,7-dihydro-1H-imidazo[4,5-f]indol-6-one), O1C(=CC=C1)C(=O)Cl (2-furoyl chloride). Product: C(C)(C)N1C(C(C=2C=C3C(=CC12)N=C(N3)C3=NNC=C3NC(=O)C=3OC=CC3)(C)C)=O (Furan-2-carboxylic acid[3-(5-isopropyl-7,7-dimethyl-6-oxo-1,5,6,7-tetrahydro-imidazo[4,5-f]indol-2-yl)-1H-pyrazol-4-yl]-amide), powder. The yield is 44.0%. As a reaction SMILES: [NH2:1][C:2]1[C:3]([C:7]2[NH:24][C:10]3=[CH:11][C:12]4[C:13]([CH3:23])([CH3:22])[C:14](=[O:21])[N:15]([CH:18]([CH3:20])[CH3:19])[C:16]=4[CH:17]=[C:9]3[N:8]=2)=[N:4][NH:5][CH:6]=1.[O:25]1[CH:29]=[CH:28][CH:27]=[C:26]1[C:30](Cl)=[O:31]>>[CH:18]([N:15]1[C:16]2[CH:17]=[C:9]3[N:8]=[C:7]([C:3]4[C:2]([NH:1][C:30]([C:26]5[O:25][CH:29]=[CH:28][CH:27]=5)=[O:31])=[CH:6][NH:5][N:4]=4)[NH:24][C:10]3=[CH:11][C:12]=2[C:13]([CH3:22])([CH3:23])[C:14]1=[O:21])([CH3:19])[CH3:20]. Reported procedure: Furan-2-carboxylic acid[3-(5-isopropyl-7,7-dimethyl-6-oxo-1,5,6,7-tetrahydro-imidazo[4,5-f]indol-2-yl)-1H-pyrazol-4-yl]-amide was prepared using 2-(4-amino-1H-pyrazol-3-yl)-5-isopropyl-7,7-dimethyl-5,7-dihydro-1H-imidazo[4,5-f]indol-6-one (325 mg, 0.90 mmol) and 2-furoyl chloride (102 μl, 0.99 mmol). The title compound was obtained as dark green powder (180 mg, 44%). Starting materials: Cl (hydrochloric acid), NC1=C(N)C=C(C(=C1)Cl)S(N)(=O)=O (2-amino-4-chloro-5-sulfamylaniline), C1(=CC=CC=C1)CCCCC(=O)O (5-phenylvaleric acid). Yields the product ClC1=CC2=C(NC(=N2)CCCCC2=CC=CC=C2)C=C1S(N)(=O)=O (5-Chloro-2-(4-Phenylbutyl)-6-Sulfamyl-1H-Benzimidazole). The yield is 11.1%. As a reaction SMILES: Cl.[NH2:2][C:3]1[CH:9]=[C:8]([Cl:10])[C:7]([S:11](=[O:14])(=[O:13])[NH2:12])=[CH:6][C:4]=1[NH2:5].[C:15]1([CH2:21][CH2:22][CH2:23][CH2:24][C:25](O)=O)[CH:20]=[CH:19][CH:18]=[CH:17][CH:16]=1>>[Cl:10][C:8]1[C:7]([S:11](=[O:13])(=[O:14])[NH2:12])=[CH:6][C:4]2[NH:5][C:25]([CH2:24][CH2:23][CH2:22][CH2:21][C:15]3[CH:20]=[CH:19][CH:18]=[CH:17][CH:16]=3)=[N:2][C:3]=2[CH:9]=1. Procedure details: To 25 ml of 6 N hydrochloric acid was added 5.5 g of 2-amino-4-chloro-5-sulfamylaniline and 6.6 g of 5-phenylvaleric acid and the mixture refluxed for twenty-four hours. The gummy solid was collected by concentration in vacuo and then added to concentrated ammonium hydroxide. The suspension was stirred for twenty minutes, collected by filtration, and suspended in water at 50° C. The solid was collected by filtration, dissolved in methanol, brought to a boil, and charcoal added. The suspension wa... The reactants are Brc1cccc2c1ccc1ccccc12, CCCCCCC, [Li]CCCC. The product is [Li]c1cccc2c1ccc1ccccc12. RXN SMILES: [Br:1][c:2]1[cH:3][cH:4][cH:5][c:6]2[c:7]3[cH:8][cH:9][cH:10][cH:11][c:12]3[cH:13][cH:14][c:15]12.[CH3:21][CH2:22][CH2:23][CH2:24][CH2:25][CH2:26][CH3:27].[Li:16][CH2:17][CH2:18][CH2:19][CH3:20]>>[c:2]1([Li:16])[cH:3][cH:4][cH:5][c:6]2[c:7]3[cH:8][cH:9][cH:10][cH:11][c:12]3[cH:13][cH:14][c:15]12. The reactants are C[O-], CC(=O)CC(C)C, Cc1nc2n(c(=O)c1CCCl)CCCC2, Cl, Cl, Fc1ccc(C(=C2CCNCC2)c2ccccc2)cc1, [I-], [K+], [Na+], [Na+], [Na+], O=C([O-])[O-]. Product: Cc1nc2n(c(=O)c1CCN1CCC(=C(c3ccccc3)c3ccc(F)cc3)CC1)CCCC2, Cl, Cl. RXN SMILES: [CH3:38][O-:39].[CH3:49][CH:50]([CH3:51])[CH2:52][C:53](=[O:54])[CH3:55].[Cl:2][CH2:3][CH2:4][c:5]1[c:6]([CH3:16])[n:7][c:8]2[n:9]([c:10]1=[O:11])[CH2:12][CH2:13][CH2:14][CH2:15]2.[ClH:17].[ClH:1].[F:18][c:19]1[cH:20][cH:21][c:22]([C:25](=[C:26]2[CH2:27][CH2:28][NH:29][CH2:30][CH2:31]2)[c:32]2[cH:33][cH:34][cH:35][cH:36][cH:37]2)[cH:23][cH:24]1.[I-:48].[K+:47].[Na+:40].[Na+:41].[Na+:42].[O-:43][C:44](=[O:45])[O-:46]>>[CH2:3]([CH2:4][c:5]1[c:6]([CH3:16])[n:7][c:8]2[n:9]([c:10]1=[O:11])[CH2:12][CH2:13][CH2:14][CH2:15]2)[N:29]1[CH2:28][CH2:27][C:26](=[C:25]([c:22]2[cH:21][cH:20][c:19]([F:18])[cH:24][cH:23]2)[c:32]2[cH:33][cH:34][cH:35][cH:36][cH:37]2)[CH2:31][CH2:30]1.[ClH:1].[ClH:2]. Starting materials: OC1=CC=NN1C1=NC=CC(=C1)C#N (2-(5-hydroxy-1H-pyrazol-1-yl)pyridine-4-carbonitrile), C1(CC1)C1=C(C=C(C=C1)CO)F ((4-cyclopropyl-3-fluorophenyl)methanol). Product: C1(CC1)C1=C(C=C(C=C1)COC1=CC=NN1C1=NC=CC(=C1)C#N)F (2-[5-[(4-cyclopropyl-3-fluorophenyl)methoxy]pyrazol-1-yl]pyridine-4-carbonitrile). RXN SMILES: [OH:1][C:2]1[N:6]([C:7]2[CH:12]=[C:11]([C:13]#[N:14])[CH:10]=[CH:9][N:8]=2)[N:5]=[CH:4][CH:3]=1.[CH:15]1([C:18]2[CH:23]=[CH:22][C:21]([CH2:24]O)=[CH:20][C:19]=2[F:26])[CH2:17][CH2:16]1>>[CH:15]1([C:18]2[CH:23]=[CH:22][C:21]([CH2:24][O:1][C:2]3[N:6]([C:7]4[CH:12]=[C:11]([C:13]#[N:14])[CH:10]=[CH:9][N:8]=4)[N:5]=[CH:4][CH:3]=3)=[CH:20][C:19]=2[F:26])[CH2:17][CH2:16]1. Reported procedure: The title compound was prepared from 2-(5-hydroxy-1H-pyrazol-1-yl)pyridine-4-carbonitrile and (4-cyclopropyl-3-fluorophenyl)methanol according to the procedure for the preparation of Example 39, part C. 1H NMR (400 MHz, CDCl3): δ 0.71-0.75 (2H, m), 0.96-1.02 (2H, m), 2.06-2.10 (1H, m), 5.17 (2H, s), 5.72 (1H, d, J=1.6 Hz), 6.88-6.92 (1H, m), 7.07-7.10 (2H, m), 7.40 (1H, dd, J=1.6 Hz, 5.2 Hz), 7.55 (1H, d, J=2.0 Hz), 8.02 (1H, s), 8.70 (1H, d, J=5.2 Hz). [M+H] Calc'd for C19H15FN4O, 335. Found, 3... The reactants are C(C)(C)(C)OC(C1=C(C(=CC=C1)CC(B1OC2(C3C(C(CC2O1)C3)(C)C)C)NC(=O)C=3C=C1C=CC=NC1=CC3)OC)=O (2-Methoxy-3-[2-[(quinoline-6-carbonyl)-amino]-2-(2,9,9-trimethyl-3,5-dioxa-4-bora-tricyclo[6.1.1.02,6]dec-4-yl)-ethyl]-benzoic acid tert-butyl ester), B(Cl)(Cl)Cl (BCl3). Product: OB1OC2=C(C=CC=C2CC1NC(=O)C=1C=C2C=CC=NC2=CC1)C(=O)O (2-Hydroxy-3-[(quinoline-6-carbonyl)-amino]-3,4-dihydro-2H-1-oxa-2-bora-naphthalene-8-carboxylic acid). RXN SMILES: C([O:5][C:6](=[O:43])[C:7]1[CH:12]=[CH:11][CH:10]=[C:9]([CH2:13][CH:14]([NH:28][C:29]([C:31]2[CH:32]=[C:33]3[C:38](=[CH:39][CH:40]=2)[N:37]=[CH:36][CH:35]=[CH:34]3)=[O:30])[B:15]2[O:23]C3C(C)(C4CC(C3)C4(C)C)[O:16]2)[C:8]=1OC)(C)(C)C.B(Cl)(Cl)Cl>>[OH:16][B:15]1[CH:14]([NH:28][C:29]([C:31]2[CH:40]=[C:39]3[C:38](=[CH:33][CH:32]=2)[N:37]=[CH:36][CH:35]=[CH:34]3)=[O:30])[CH2:13][C:9]2[C:8](=[C:7]([C:6]([OH:5])=[O:43])[CH:12]=[CH:11][CH:10]=2)[O:23]1. Procedure details: Prepared from 2-Methoxy-3-[2-[(quinoline-6-carbonyl)-amino]-2-(2,9,9-trimethyl-3,5-dioxa-4-bora-tricyclo[6.1.1.02,6]dec-4-yl)-ethyl]-benzoic acid tert-butyl ester and BCl3 following the procedure described in Step 2 of Example 3. The crude product was purified by reverse phase preparative HPLC and dried using lyophilization. ESI-MS m/z 363.0 (MH)+. The reactants are COc1cc(CCc2cc(N)[nH]n2)cc(OC)c1, C[Al](C)C, Cc1ccccc1, CCOC(=O)c1ccc(N2CCCN(C(C)C)CC2)cc1. Product: COc1cc(CCc2cc(NC(=O)c3ccc(N4CCCN(C(C)C)CC4)cc3)[nH]n2)cc(OC)c1. As a reaction SMILES: [CH3:22][O:23][c:24]1[cH:25][c:26]([CH2:32][CH2:33][c:34]2[cH:35][c:36]([NH2:39])[nH:37][n:38]2)[cH:27][c:28]([O:30][CH3:31])[cH:29]1.[CH3:40][Al:41]([CH3:42])[CH3:43].[CH3:44][c:45]1[cH:46][cH:47][cH:48][cH:49][cH:50]1.[CH:1]([CH3:2])([CH3:3])[N:4]1[CH2:5][CH2:6][N:7]([c:11]2[cH:12][cH:13][c:14]([C:15]([O:17][CH2:16][CH3:18])=[O:19])[cH:20][cH:21]2)[CH2:8][CH2:9][CH2:10]1>>[CH:1]([CH3:2])([CH3:3])[N:4]1[CH2:5][CH2:6][N:7]([c:11]2[cH:12][cH:13][c:14]([C:15](=[O:17])[NH:39][c:36]3[cH:35][c:34]([CH2:33][CH2:32][c:26]4[cH:25][c:24]([O:23][CH3:22])[cH:29][c:28]([O:30][CH3:31])[cH:27]4)[n:38][nH:37]3)[cH:20][cH:21]2)[CH2:8][CH2:9][CH2:10]1. RXN SMILES: [CH3:1][O:2][CH2:3][O:4][C:5]1[C:14]2[C:9](=[CH:10][CH:11]=[CH:12][C:13]=2[CH2:15][CH2:16][CH3:17])[CH:8]=[CH:7][CH:6]=1.CCCCCC.C([Li])CCC.CN(C)[CH:31]=[O:32]>CCOCC.O>[CH3:1][O:2][CH2:3][O:4][C:5]1[C:14]2[C:9](=[CH:10][CH:11]=[CH:12][C:13]=2[CH2:15][CH2:16][CH3:17])[CH:8]=[CH:7][C:6]=1[CH:31]=[O:32]. Solvent: CCOCC (ether), O (water). Product: COCOC1=C(C=CC2=CC=CC(=C12)CCC)C=O (1-methoxymethoxy-8-propyl-2-naphthalenecarbaldehyde). Reaction conditions: temperature -35 celsius. Reported procedure: 350 g of 1-methoxymethoxy-8-propylnaphthalene was dissolved in 3 liters of absolute ether and cooled down to -35° C. 1.43 liters of a hexane solution of 1.6M n-butyl lithium was added to the solution at a temperature not higher than -30° C., followed by gradually raising the temperature and reaction at room temperature for further 1 hour. The reaction solution was again cooled down to -40° C., to which 222 ml of N,N-dimethylformamide was added in 15 minutes. The mixture was slowly raised to 10° ... Starting materials: CN(C=O)C (N,N-dimethylformamide), CCCCCC (hexane), C(CCC)[Li] (n-butyl lithium), COCOC1=CC=CC2=CC=CC(=C12)CCC (1-methoxymethoxy-8-propylnaphthalene).